This data is from the Open Reaction Database (ORD), a public repository of structured organic reaction records. The task is: describe an organic reaction: reactants, conditions, products, and yield Reactants: NC1=CC=CC=C1 (aniline), [H-].[Na+] (NaH), C1(CCCC1)OC=1C=C(C=CC1OC)C=1NC=C(N1)C(=O)O (2-(3-cyclopentyloxy-4-methoxyphenyl)-imidazole-4-carboxylic acid), O=S(Cl)Cl (SOCl2), CC1=C(N)C(=CC=C1)C (2,6-dimethylaniline), resultant solution. The reagents and catalysts are CN(C)C=O (DMF). The solvent is C1CCOC1 (THF), Cl (HCl), C1CCOC1 (THF), C1CCOC1 (THF). Yields the product CC1=C(C(=CC=C1)C)NC(=O)C=1N=C(NC1)C1=CC(=C(C=C1)OC)OC1CCCC1 (2-(3-cyclopentyloxy-4-methoxyphenyl)-imidazole-4-carboxylic acid-2,6-dimethylphenyl amide). The yield is 14.9%. RXN SMILES: [CH:1]1([O:6][C:7]2[CH:8]=[C:9]([C:15]3[NH:16][CH:17]=[C:18]([C:20](O)=[O:21])[N:19]=3)[CH:10]=[CH:11][C:12]=2[O:13][CH3:14])[CH2:5][CH2:4][CH2:3][CH2:2]1.O=S(Cl)Cl.[CH3:27][C:28]1[CH:34]=[CH:33][CH:32]=[C:31]([CH3:35])[C:29]=1[NH2:30].NC1C=CC=CC=1.[H-].[Na+]>CN(C=O)C.C1COCC1.Cl>[CH3:27][C:28]1[CH:34]=[CH:33][CH:32]=[C:31]([CH3:35])[C:29]=1[NH:30][C:20]([C:18]1[N:19]=[C:15]([C:9]2[CH:10]=[CH:11][C:12]([O:13][CH3:14])=[C:7]([O:6][CH:1]3[CH2:2][CH2:3][CH2:4][CH2:5]3)[CH:8]=2)[NH:16][CH:17]=1)=[O:21] |f:4.5|. Procedure details: A mixture of 2-(3-cyclopentyloxy-4-methoxyphenyl)-imidazole-4-carboxylic acid (400 mg, 1.32 mmol) and SOCl2 (10 ml) containing DMF (1 drop) was heated to reflux for 2 hours. The volatiles were removed in vacuo and to the residue was added toluene (25 ml) and the solvent evaporated. This procedure was repeated to remove dissolved gaseous by-products. The residue was dissolved in THF (10 ml) and added dropwise at 0° C. over 10 minutes, to a solution of the salt of 2,6-dimethylaniline (510 μl, 4.14...